From a dataset of the Open Reaction Database (ORD), a public repository of structured organic reaction records. describe an organic reaction: reactants, conditions, products, and yield Reactants: Cc1cc(Nc2ncnc3cnc(F)cc23)ccc1Oc1ccc(C(=O)OC(C)(C)C)cc1, C1COCCN1, Cc1cc(Nc2ncnc3cnc(N4CCOCC4)cc23)ccc1OC1CCNCC1. Product: Cc1cc(Nc2ncnc3cnc(N4CCOCC4)cc23)ccc1Oc1ccc(C(=O)OC(C)(C)C)cc1. Reaction SMILES: [C:1]([CH3:2])([CH3:3])([CH3:4])[O:5][C:6]([c:7]1[cH:8][cH:9][c:10]([O:13][c:14]2[c:15]([CH3:32])[cH:16][c:17]([NH:20][c:21]3[c:22]4[c:23]([n:24][cH:25][n:26]3)[cH:27][n:28][c:29]([F:31])[cH:30]4)[cH:18][cH:19]2)[cH:11][cH:12]1)=[O:33].[CH2:34]1[CH2:35][O:36][CH2:37][CH2:38][NH:39]1.[CH3:40][c:41]1[cH:42][c:43]([NH:44][c:45]2[c:46]3[cH:47][c:48]([N:49]4[CH2:50][CH2:51][O:52][CH2:53][CH2:54]4)[n:55][cH:56][c:57]3[n:58][cH:59][n:60]2)[cH:61][cH:62][c:63]1[O:64][CH:65]1[CH2:66][CH2:67][NH:68][CH2:69][CH2:70]1>>[C:1]([CH3:2])([CH3:3])([CH3:4])[O:5][C:6]([c:7]1[cH:8][cH:9][c:10]([O:13][c:14]2[c:15]([CH3:32])[cH:16][c:17]([NH:20][c:21]3[c:22]4[c:23]([n:24][cH:25][n:26]3)[cH:27][n:28][c:29]([N:39]3[CH2:34][CH2:35][O:36][CH2:37][CH2:38]3)[cH:30]4)[cH:18][cH:19]2)[cH:11][cH:12]1)=[O:33].